This data is from the Open Reaction Database (ORD), a public repository of structured organic reaction records. The task is: describe an organic reaction: reactants, conditions, products, and yield Starting materials: C(CC)C1=NC2=C(N1CC1=CC=C(C=C1)C=1C(=CC=CC1)C(=O)OC(C)(C)C)C=C(C=C2C)C=2N=CN(C2)CC2CCCC2 (tert.butyl 4'-[(2-n-propyl-4-methyl-6-(1-cyclopentylmethyl-imidazol-4-yl)-benzimidazol-1-yl)-methyl]-biphenyl-2-carboxylate), FC(C(=O)O)(F)F (trifluoroacetic acid). Solvent: C(Cl)Cl (methylene chloride). The product is C(CC)C1=NC2=C(N1CC1=CC=C(C=C1)C=1C(=CC=CC1)C(=O)O)C=C(C=C2C)C=2N=CN(C2)CC2CCCC2 (4'-[(2-n-Propyl-4-methyl-6-(1-cyclopentylmethyl-imidazol-4-yl)-benzimidazol-1-yl)-methyl]-biphenyl-2-carboxylic acid). Reaction SMILES: [CH2:1]([C:4]1[N:8]([CH2:9][C:10]2[CH:15]=[CH:14][C:13]([C:16]3[C:17]([C:22]([O:24]C(C)(C)C)=[O:23])=[CH:18][CH:19]=[CH:20][CH:21]=3)=[CH:12][CH:11]=2)[C:7]2[CH:29]=[C:30]([C:34]3[N:35]=[CH:36][N:37]([CH2:39][CH:40]4[CH2:44][CH2:43][CH2:42][CH2:41]4)[CH:38]=3)[CH:31]=[C:32]([CH3:33])[C:6]=2[N:5]=1)[CH2:2][CH3:3].FC(F)(F)C(O)=O>C(Cl)Cl>[CH2:1]([C:4]1[N:8]([CH2:9][C:10]2[CH:15]=[CH:14][C:13]([C:16]3[C:17]([C:22]([OH:24])=[O:23])=[CH:18][CH:19]=[CH:20][CH:21]=3)=[CH:12][CH:11]=2)[C:7]2[CH:29]=[C:30]([C:34]3[N:35]=[CH:36][N:37]([CH2:39][CH:40]4[CH2:44][CH2:43][CH2:42][CH2:41]4)[CH:38]=3)[CH:31]=[C:32]([CH3:33])[C:6]=2[N:5]=1)[CH2:2][CH3:3]. Reported procedure: Prepared analogously to Example 88 from tert.butyl 4'-[(2-n-propyl-4-methyl-6-(1-cyclopentylmethyl-imidazol-4-yl)-benzimidazol-1-yl)-methyl]-biphenyl-2-carboxylate and trifluoroacetic acid in methylene chloride. Yields the product CN1CC(CCC1)CNC(=O)[C@@H]1N(CCC1)C(=O)[C@H]1N(CCC1)C(CC(C1=CC=CC=C1)(C1=CC=CC=C1)C1=CC=CC=C1)=O ((2R)-N-{(1-methyl-3-piperidyl)methyl}-1-{(2S)-1-(3,3,3-triphenylpropanoyl)pyrrolidin-2-yl}carbonylpyrrolidine-2-carboxamide). The reactants are Cl.N1CC(CCC1)CNC(=O)[C@@H]1N(CCC1)C(=O)[C@H]1N(CCC1)C(CC(C1=CC=CC=C1)(C1=CC=CC=C1)C1=CC=CC=C1)=O ((2R)-N-(3-piperidylmethyl)-1-{(2S)-1-(3,3,3-triphenylpropanoyl)pyrrolidin-2-yl}carbonylpyrrolidine-2-carboxamide monohydrochloride), C=O (formaldehyde). Reported procedure: The title compound was prepared by a method similar to Step 7 of Example 1 using (2R)-N-(3-piperidylmethyl)-1-{(2S)-1-(3,3,3-triphenylpropanoyl)pyrrolidin-2-yl}carbonylpyrrolidine-2-carboxamide monohydrochloride and 37% aqueous formaldehyde solution. The compound was obtained as a white solid. Reaction SMILES: Cl.[NH:2]1[CH2:7][CH2:6][CH2:5][CH:4]([CH2:8][NH:9][C:10]([C@H:12]2[CH2:16][CH2:15][CH2:14][N:13]2[C:17]([C@@H:19]2[CH2:23][CH2:22][CH2:21][N:20]2[C:24](=[O:45])[CH2:25][C:26]([C:39]2[CH:44]=[CH:43][CH:42]=[CH:41][CH:40]=2)([C:33]2[CH:38]=[CH:37][CH:36]=[CH:35][CH:34]=2)[C:27]2[CH:32]=[CH:31][CH:30]=[CH:29][CH:28]=2)=[O:18])=[O:11])[CH2:3]1.[CH2:46]=O>>[CH3:46][N:2]1[CH2:7][CH2:6][CH2:5][CH:4]([CH2:8][NH:9][C:10]([C@H:12]2[CH2:16][CH2:15][CH2:14][N:13]2[C:17]([C@@H:19]2[CH2:23][CH2:22][CH2:21][N:20]2[C:24](=[O:45])[CH2:25][C:26]([C:33]2[CH:34]=[CH:35][CH:36]=[CH:37][CH:38]=2)([C:39]2[CH:44]=[CH:43][CH:42]=[CH:41][CH:40]=2)[C:27]2[CH:32]=[CH:31][CH:30]=[CH:29][CH:28]=2)=[O:18])=[O:11])[CH2:3]1 |f:0.1|.